Dataset: the Open Reaction Database (ORD), a public repository of structured organic reaction records. Task: describe an organic reaction: reactants, conditions, products, and yield Reactants: N1CCCCC1 (Piperidine), FC1=C(C(=CC=C1)F)NC(=O)C1N(C2=CC=CC=C2C1(C)C)C([C@H](C(C)C)NC(OCC1C2=CC=CC=C2C=2C=CC=CC12)=O)=O ((S)-(9H-fluoren-9-yl)methyl 1-(2-(2,6-difluorophenylcarbamoyl)-3,3-dimethylindolin-1-yl)-3-methyl-1-oxobutan-2-ylcarbamate). The solvent is C(Cl)Cl (DCM). Conditions: time 3 hour. Yields the product NC(C(=O)N1[C@@H](C(C2=CC=CC=C12)(C)C)C(=O)NC1=C(C=CC=C1F)F)C(C)C ((S)-1-(2-amino-3-methylbutanoyl)-N-(2,6-difluorophenyl)-3,3-dimethylindoline-2-carboxamide). Yield: 78.1%. RXN SMILES: N1CCCCC1.[F:7][C:8]1[CH:13]=[CH:12][CH:11]=[C:10]([F:14])[C:9]=1[NH:15][C:16]([CH:18]1[C:26]([CH3:28])([CH3:27])[C:25]2[C:20](=[CH:21][CH:22]=[CH:23][CH:24]=2)[N:19]1[C:29](=[O:52])[C@@H:30]([NH:34]C(=O)OCC1C2C=CC=CC=2C2C1=CC=CC=2)[CH:31]([CH3:33])[CH3:32])=[O:17]>C(Cl)Cl>[NH2:34][CH:30]([CH:31]([CH3:33])[CH3:32])[C:29]([N:19]1[C:20]2[C:25](=[CH:24][CH:23]=[CH:22][CH:21]=2)[C:26]([CH3:28])([CH3:27])[C@H:18]1[C:16]([NH:15][C:9]1[C:10]([F:14])=[CH:11][CH:12]=[CH:13][C:8]=1[F:7])=[O:17])=[O:52]. Reported procedure: Piperidine (0.1 mL, 1.01 mmol, Eq: 9.86) was added to a solution of (S)-(9H-fluoren-9-yl)methyl 1-(2-(2,6-difluorophenylcarbamoyl)-3,3-dimethylindolin-1-yl)-3-methyl-1-oxobutan-2-ylcarbamate (71 mg, 102 μmol, Eq: 1.00) in DCM (2 mL) and the resulting solution was stirred at rt for 3 h. The reaction mixture was concentrated in vacuo and the residue was purified by flash chromatography (silica gel, 4 g, 0% to 10% MeOH in DCM) to give (S)-1-(2-amino-3-methylbutanoyl)-N-(2,6-difluorophenyl)-3,3-dime... Starting materials: Cc1ccccc1, [Na+], [Na+], O=C([O-])[O-], Brc1c2ccccc2c(-c2cccc(-c3ccc(-c4ccccc4)cc3)c2)c2ccccc12, OB(O)Oc1ccc(C=C(c2ccccc2)c2ccccc2)cc1, c1ccc(P(c2ccccc2)(c2ccccc2)[Pd](P(c2ccccc2)(c2ccccc2)c2ccccc2)(P(c2ccccc2)(c2ccccc2)c2ccccc2)P(c2ccccc2)(c2ccccc2)c2ccccc2)cc1. Product: C(=C(c1ccccc1)c1ccccc1)c1ccc(-c2c3ccccc3c(-c3cccc(-c4ccc(-c5ccccc5)cc4)c3)c3ccccc23)cc1. RXN SMILES: [CH3:64][c:65]1[cH:66][cH:67][cH:68][cH:69][cH:70]1.[Na+:58].[Na+:59].[O-:60][C:61](=[O:62])[O-:63].[c:1]1(-[c:7]2[cH:8][cH:9][c:10](-[c:13]3[cH:14][c:15](-[c:19]4[c:20]5[cH:21][cH:22][cH:23][cH:24][c:25]5[c:26]([Br:33])[c:27]5[cH:28][cH:29][cH:30][cH:31][c:32]45)[cH:16][cH:17][cH:18]3)[cH:11][cH:12]2)[cH:2][cH:3][cH:4][cH:5][cH:6]1.[c:34]1([C:40](=[CH:41][c:42]2[cH:43][cH:44][c:45]([O:48][B:49]([OH:50])[OH:51])[cH:46][cH:47]2)[c:52]2[cH:53][cH:54][cH:55][cH:56][cH:57]2)[cH:35][cH:36][cH:37][cH:38][cH:39]1.[cH:71]1[cH:72][cH:73][c:74]([P:75]([Pd:76]([P:77]([c:78]2[cH:79][cH:80][cH:81][cH:82][cH:83]2)([c:84]2[cH:85][cH:86][cH:87][cH:88][cH:89]2)[c:90]2[cH:91][cH:92][cH:93][cH:94][cH:95]2)([P:96]([c:97]2[cH:98][cH:99][cH:100][cH:101][cH:102]2)([c:103]2[cH:104][cH:105][cH:106][cH:107][cH:108]2)[c:109]2[cH:110][cH:111][cH:112][cH:113][cH:114]2)[P:115]([c:116]2[cH:117][cH:118][cH:119][cH:120][cH:121]2)([c:122]2[cH:123][cH:124][cH:125][cH:126][cH:127]2)[c:128]2[cH:129][cH:130][cH:131][cH:132][cH:133]2)([c:134]2[cH:135][cH:136][cH:137][cH:138][cH:139]2)[c:140]2[cH:141][cH:142][cH:143][cH:144][cH:145]2)[cH:146][cH:147]1>>[c:1]1(-[c:7]2[cH:8][cH:9][c:10](-[c:13]3[cH:14][c:15](-[c:19]4[c:20]5[cH:21][cH:22][cH:23][cH:24][c:25]5[c:26](-[c:45]5[cH:44][cH:43][c:42]([CH:41]=[C:40]([c:34]6[cH:35][cH:36][cH:37][cH:38][cH:39]6)[c:52]6[cH:53][cH:54][cH:55][cH:56][cH:57]6)[cH:47][cH:46]5)[c:27]5[cH:28][cH:29][cH:30][cH:31][c:32]45)[cH:16][cH:17][cH:18]3)[cH:11][cH:12]2)[cH:2][cH:3][cH:4][cH:5][cH:6]1. Reactants: BrC1=CC=C(C=C1)C1(CC1)OC(C)C (1-bromo-4-(1-isopropoxycyclopropyl)-benzene), BrC1=CC=C(C=C1)C1(CC1)OC(C)C (1-bromo-4-(1-isopropoxycyclopropyl)-benzene), EtOAc-hexanes, C[Si](C)(C)C#C (Trimethylsilyl acetylene). The reagents and catalysts are [Cu]I (copper(I)iodide), Cl[Pd]([P](C1=CC=CC=C1)(C2=CC=CC=C2)C3=CC=CC=C3)([P](C4=CC=CC=C4)(C5=CC=CC=C5)C6=CC=CC=C6)Cl (dichlorobis-(triphenylphosphine)palladium(II)). The solvent is C(C)N(CC)CC (triethylamine). Run at temperature 70 celsius. Yields the product C(C)(C)OC1(CC1)C1=CC=C(C=C1)CC[Si](C)(C)C ([4-(1-Isopropoxycyclopropyl)-phenylethyl]-trimethylsilane). Isolated yield 96.2%. Reaction SMILES: Br[C:2]1[CH:7]=[CH:6][C:5]([C:8]2([O:11][CH:12]([CH3:14])[CH3:13])[CH2:10][CH2:9]2)=[CH:4][CH:3]=1.[CH3:15][Si:16]([C:19]#[CH:20])([CH3:18])[CH3:17]>C(N(CC)CC)C.[Cu]I.Cl[Pd](Cl)([P](C1C=CC=CC=1)(C1C=CC=CC=1)C1C=CC=CC=1)[P](C1C=CC=CC=1)(C1C=CC=CC=1)C1C=CC=CC=1>[CH:12]([O:11][C:8]1([C:5]2[CH:6]=[CH:7][C:2]([CH2:20][CH2:19][Si:16]([CH3:18])([CH3:17])[CH3:15])=[CH:3][CH:4]=2)[CH2:10][CH2:9]1)([CH3:14])[CH3:13] |^1:32,51|. Reported procedure: Using General Procedure D; 1-bromo-4-(1-isopropoxycyclopropyl)-benzene (Intermediate 64, 240.0 mg, 0.94 mmol) in triethylamine (8 mL) was treated with copper(I)iodide (18.0 mg, 0.094 mmol) and then sparged with argon for 5 minutes. Trimethylsilyl acetylene (0.70 g, 7.1 mmols) was then added followed by dichlorobis-(triphenylphosphine)palladium(II) (66.0 mg, 0.094 mmol). The resulting reaction mixture was heated to 70° C. for 5 days. The title compound (250.0 mg, 98%) was isolated by chromatograp... Procedure: The title compound was prepared in an analogous manner as 5-Bromo-6-{4-[4-(3-trifluoromethyl-phenyl)-1H-imidazol-2-yl]-piperidin-1-yl}-pyrimidin-4-ylamine using 5-bromo-4-chloropyrimidine instead of 5-bromo-6-chloropyrimidin-4-amine. LC-MS: (M+1=452, obsd.=452). As a reaction SMILES: [Br:1][C:2]1[C:3](N)=[N:4][CH:5]=[N:6][C:7]=1[N:8]1[CH2:13][CH2:12][CH:11]([C:14]2[NH:15][CH:16]=[C:17]([C:19]3[CH:24]=[CH:23][CH:22]=[C:21]([C:25]([F:28])([F:27])[F:26])[CH:20]=3)[N:18]=2)[CH2:10][CH2:9]1.BrC1C(Cl)=NC=NC=1>>[Br:1][C:2]1[C:7]([N:8]2[CH2:9][CH2:10][CH:11]([C:14]3[NH:15][CH:16]=[C:17]([C:19]4[CH:24]=[CH:23][CH:22]=[C:21]([C:25]([F:27])([F:26])[F:28])[CH:20]=4)[N:18]=3)[CH2:12][CH2:13]2)=[N:6][CH:5]=[N:4][CH:3]=1. Starting materials: BrC=1C(=NC=NC1N1CCC(CC1)C=1NC=C(N1)C1=CC(=CC=C1)C(F)(F)F)N (5-Bromo-6-{4-[4-(3-trifluoromethyl-phenyl)-1H-imidazol-2-yl]-piperidin-1-yl}-pyrimidin-4-ylamine), BrC=1C(=NC=NC1)Cl (5-bromo-4-chloropyrimidine). Yields the product BrC=1C(=NC=NC1)N1CCC(CC1)C=1NC=C(N1)C1=CC(=CC=C1)C(F)(F)F (5-Bromo-4-{4-[4-(3-trifluoromethyl-phenyl)-1H-imidazol-2-yl]-piperidin-1-yl}-pyrimidine). Reactants: CCCC[N+](CCCC)(CCCC)CCCC, ClCCl, CC(O)C(CCCc1ccccc1)n1ncc(C#N)c1N, [Na+], [OH-], OO, O=S(=O)([O-])O. Yields the product CC(O)C(CCCc1ccccc1)n1ncc(C(N)=O)c1N. RXN SMILES: [CH2:31]([N+:32]([CH2:33][CH2:34][CH2:35][CH3:36])([CH2:37][CH2:38][CH2:39][CH3:40])[CH2:41][CH2:42][CH2:43][CH3:44])[CH2:45][CH2:46][CH3:47].[Cl:48][CH2:49][Cl:50].[NH2:1][c:2]1[c:3]([C:20]#[N:21])[cH:4][n:5][n:6]1[CH:7]([CH2:8][CH2:9][CH2:10][c:11]1[cH:12][cH:13][cH:14][cH:15][cH:16]1)[CH:17]([CH3:18])[OH:19].[Na+:23].[OH-:22].[OH:24][OH:25].[S:26]([O-:27])([OH:28])(=[O:29])=[O:30]>>[NH2:1][c:2]1[c:3]([C:20]([NH2:21])=[O:22])[cH:4][n:5][n:6]1[CH:7]([CH2:8][CH2:9][CH2:10][c:11]1[cH:12][cH:13][cH:14][cH:15][cH:16]1)[CH:17]([CH3:18])[OH:19]. Reactants: C(C1=CC=CC=C1)OC1=CC=C(C=C1)O (4-benzyloxyphenol), ClCCN1CCN(CC1)C1=CC=CC=C1 (1-(2-chloroethyl)-4-phenylpiperazine). Solvent: CS(=O)C (DMSO), [OH-].[Na+] (NaOH), [OH-].[Na+] (NaOH). The product is C(C1=CC=CC=C1)OC1=CC=C(OCCN2CCN(CC2)C2=CC=CC=C2)C=C1 (1-[2-(4-Benzyloxyphenoxy)ethyl]-4-phenylpiperzine). As a reaction SMILES: [CH2:1]([O:8][C:9]1[CH:14]=[CH:13][C:12]([OH:15])=[CH:11][CH:10]=1)[C:2]1[CH:7]=[CH:6][CH:5]=[CH:4][CH:3]=1.Cl[CH2:17][CH2:18][N:19]1[CH2:24][CH2:23][N:22]([C:25]2[CH:30]=[CH:29][CH:28]=[CH:27][CH:26]=2)[CH2:21][CH2:20]1>CS(C)=O.[OH-].[Na+]>[CH2:1]([O:8][C:9]1[CH:10]=[CH:11][C:12]([O:15][CH2:17][CH2:18][N:19]2[CH2:24][CH2:23][N:22]([C:25]3[CH:30]=[CH:29][CH:28]=[CH:27][CH:26]=3)[CH2:21][CH2:20]2)=[CH:13][CH:14]=1)[C:2]1[CH:3]=[CH:4][CH:5]=[CH:6][CH:7]=1 |f:3.4|. Procedure: 26.25 ml 4 N NaOH (.105 mol) was added to a stirred mixture of 21.0 g (0.105 mol) 4-benzyloxyphenol and 22.5 g (0.1 mol) of 1-(2-chloroethyl)-4-phenylpiperazine in 250 ml DMSO and the reaction was heated at 60° for 60 min. After cooling, the stirred mixture was diluted with 50 ml 1 N NaOH solution and the resulting crystalline precipitate was collected by filtration and washed with water to give, after drying in vacuo, essentially pure end product, mp 116°-119°. Reactants: ClC=1C=C2C(=C(C(C(C2=CC1)(C)C)=O)C(=O)OCC)O (Ethyl 6-chloro-4-hydroxy-1,1-dimethyl-2-oxo-naphthalene-3-carboxylate), N (ammonia). Run at temperature 70 celsius, time 16 hour. Product: ClC=1C=C2C(=C(C(C(C2=CC1)(C)C)=O)C(=O)N)O (6-Chloro-4-hydroxy-1,1-dimethyl-2-oxo-naphthalene-3-carboxamide). Isolated yield 2.9%. As a reaction SMILES: [Cl:1][C:2]1[CH:3]=[C:4]2[C:9](=[CH:10][CH:11]=1)[C:8]([CH3:13])([CH3:12])[C:7](=[O:14])[C:6]([C:15](OCC)=[O:16])=[C:5]2[OH:20].[NH3:21]>>[Cl:1][C:2]1[CH:3]=[C:4]2[C:9](=[CH:10][CH:11]=1)[C:8]([CH3:13])([CH3:12])[C:7](=[O:14])[C:6]([C:15]([NH2:21])=[O:16])=[C:5]2[OH:20]. Procedure details: Ethyl 6-chloro-4-hydroxy-1,1-dimethyl-2-oxo-naphthalene-3-carboxylate (1.19 g, 4038 μmol, see Example 2) was dissolved in ammonia (0.5M in 1,4-dioxane (40376 μL, 20188 μmol)), and the resulting mixture was heated at 70° C. for 16 hours. The reaction mixture was then concentrated, dissolved in MeOH and ammonium hydroxide, and stirred at ambient temperature for 16 hours. The reaction mixture was then heated at 80° C. for 16 hours. The reaction mixture was concentrated, suspended in DCM, filtered, ... Reaction SMILES: [S:1]1[C:10]2[C:5](=[CH:6][CH:7]=[CH:8][C:9]=2[OH:11])[CH2:4][CH2:3][CH2:2]1.Br[CH2:13][CH2:14][CH2:15][CH2:16][N:17]1[C:21](=[O:22])[C:20]2=[CH:23][CH:24]=[CH:25][CH:26]=[C:19]2[C:18]1=[O:27].C([O-])([O-])=O.[K+].[K+]>CN(C)C=O>[C:18]1(=[O:27])[N:17]([CH2:16][CH2:15][CH2:14][CH2:13][O:11][C:9]2[CH:8]=[CH:7][CH:6]=[C:5]3[C:10]=2[S:1][CH2:2][CH2:3][CH2:4]3)[C:21](=[O:22])[C:20]2=[CH:23][CH:24]=[CH:25][CH:26]=[C:19]12 |f:2.3.4|. The product is C1(C=2C(C(N1CCCCOC=1C=CC=C3CCCSC13)=O)=CC=CC2)=O (8-[(4-Phthalimidobutyl)oxy]thiochroman). Isolated yield 97.6%. Conditions: temperature 60 celsius. Reported procedure: Under argon and with stirring, 500 mg (3.01 mmol) of 8-thiochromanol and 930 mg (3.31 mmol) of N-(4-bromobutyl) phthalimide are dissolved in 4 cm3 of dimethylformamide (DMF). 1.25 g (9.03 mmol) of K2CO3 are added. The mixture is heated at 60° C. for 6 hours. The DMF is evaporated off. The residue is taken up in H2O. The product is extracted with CH2Cl2 and dried over MgSO4. Purification over a silica column (eluant: CH2Cl2) yields 1.08 g of the title compound (white solid). Reactants: S1CCCC2=CC=CC(=C12)O (8-thiochromanol), BrCCCCN1C(C=2C(C1=O)=CC=CC2)=O (N-(4-bromobutyl) phthalimide), C(=O)([O-])[O-].[K+].[K+] (K2CO3). The solvent is CN(C=O)C (dimethylformamide). Starting materials: CI, CC(C)O, [Na], O, CC(=O)Cc1ccc2c(c1)Cc1cccnc1O2. Product: CC(=O)C(C)c1ccc2c(c1)Cc1cccnc1O2. Reaction SMILES: [CH3:20][I:21].[CH:23]([OH:24])([CH3:25])[CH3:26].[Na:22].[OH2:19].[n:1]1[c:2]2[c:3]([cH:4][cH:5][cH:6]1)[CH2:7][c:8]1[c:9]([cH:11][cH:12][c:13]([CH2:15][C:16]([CH3:17])=[O:18])[cH:14]1)[O:10]2>>[n:1]1[c:2]2[c:3]([cH:4][cH:5][cH:6]1)[CH2:7][c:8]1[c:9]([cH:11][cH:12][c:13]([CH:15]([C:16]([CH3:17])=[O:18])[CH3:20])[cH:14]1)[O:10]2.